From a dataset of the Open Reaction Database (ORD), a public repository of structured organic reaction records. describe an organic reaction: reactants, conditions, products, and yield Reactants: CN(C)C=O, O=C(CCl)c1ccc(CCc2ccccc2)cc1, O, c1c[nH]cn1. The product is O=C(Cn1ccnc1)c1ccc(CCc2ccccc2)cc1. As a reaction SMILES: [CH3:25][N:26]([CH3:27])[CH:28]=[O:29].[Cl:6][CH2:7][C:8](=[O:9])[c:10]1[cH:11][cH:12][c:13]([CH2:16][CH2:17][c:18]2[cH:19][cH:20][cH:21][cH:22][cH:23]2)[cH:14][cH:15]1.[OH2:24].[nH:1]1[cH:2][n:3][cH:4][cH:5]1>>[n:1]1([CH2:7][C:8](=[O:9])[c:10]2[cH:11][cH:12][c:13]([CH2:16][CH2:17][c:18]3[cH:19][cH:20][cH:21][cH:22][cH:23]3)[cH:14][cH:15]2)[cH:2][n:3][cH:4][cH:5]1.